Task: describe an organic reaction: reactants, conditions, products, and yield. Dataset: the Open Reaction Database (ORD), a public repository of structured organic reaction records Reactants: ester, COC(C1=C(C=CC(=C1)C=1SC=C(N1)C1=CC(=C(C=C1)Cl)Cl)Br)=O (2-bromo-5-[4-(3,4-dichloro-phenyl)-thiazol-2-yl]-benzoic acid methyl ester), COC(C1=C(C=CC(=C1)C=1SC=C(N1)C1=CC(=C(C=C1)Cl)Cl)Br)=O (2-bromo-5-[4-(3,4-dichloro-phenyl)-thiazol-2-yl]-benzoic acid methyl ester), ClC1=C(C=C(C=C1)OC(F)(F)F)B(O)O (2-chloro-5-(trifluoromethoxy)phenylboronic acid). Product: ClC1=C(C=C(C=C1)OC(F)(F)F)C=1C(=CC(=CC1)C=1SC=C(N1)C1=CC(=C(C=C1)Cl)Cl)C(=O)O (2′-chloro-4-[4-(3,4-dichloro-phenyl)-thiazol-2-yl]-5′-trifluoromethoxy-biphenyl-2-carboxylic acid). The yield is 1.0%. Reaction SMILES: C[O:2][C:3](=[O:24])[C:4]1[CH:9]=[C:8]([C:10]2[S:11][CH:12]=[C:13]([C:15]3[CH:20]=[CH:19][C:18]([Cl:21])=[C:17]([Cl:22])[CH:16]=3)[N:14]=2)[CH:7]=[CH:6][C:5]=1Br.[Cl:25][C:26]1[CH:31]=[CH:30][C:29]([O:32][C:33]([F:36])([F:35])[F:34])=[CH:28][C:27]=1B(O)O>>[Cl:25][C:26]1[CH:27]=[CH:28][C:29]([O:32][C:33]([F:34])([F:35])[F:36])=[CH:30][C:31]=1[C:5]1[C:4]([C:3]([OH:2])=[O:24])=[CH:9][C:8]([C:10]2[S:11][CH:12]=[C:13]([C:15]3[CH:20]=[CH:19][C:18]([Cl:21])=[C:17]([Cl:22])[CH:16]=3)[N:14]=2)=[CH:7][CH:6]=1. Procedure details: Using the conditions of General Procedure A for Suzuki Coupling and Hydrolysis in Parallel Mode, 2-bromo-5-[4-(3,4-dichloro-phenyl)-thiazol-2-yl]-benzoic acid methyl ester (which may be prepared as described for Intermediate 6; 111 mg, 0.25 mmol) was reacted 2-chloro-5-(trifluoromethoxy)phenylboronic acid (available from Frontier Scientific, Inc.; 120 mg, 0.5 mmol). The resulting ester was hydrolyzed and the acid was purified to give 2′-chloro-4-[4-(3,4-dichloro-phenyl)-thiazol-2-yl]-5′-trifluor...